The task is: describe an organic reaction: reactants, conditions, products, and yield. This data is from the Open Reaction Database (ORD), a public repository of structured organic reaction records. Starting materials: BrC=1C=C2C=CNC2=CC1[N+](=O)[O-] (5-Bromo-6-nitroindole), BrCC1=C(C=C(C(=O)OC)C=C1)OC (methyl 4-bromomethyl-3-methoxybenzoate), ( a ). The product is BrC=1C=C2C=CN(C2=CC1[N+](=O)[O-])CC1=C(C=C(C(=O)OC)C=C1)OC (methyl 4-(5-bromo-6-nitroindol-1-ylmethyl)-3-methoxybenzoate). Isolated yield 65.0%. Reaction SMILES: [Br:1][C:2]1[CH:3]=[C:4]2[C:8](=[CH:9][C:10]=1[N+:11]([O-:13])=[O:12])[NH:7][CH:6]=[CH:5]2.Br[CH2:15][C:16]1[CH:25]=[CH:24][C:19]([C:20]([O:22][CH3:23])=[O:21])=[CH:18][C:17]=1[O:26][CH3:27]>>[Br:1][C:2]1[CH:3]=[C:4]2[C:8](=[CH:9][C:10]=1[N+:11]([O-:13])=[O:12])[N:7]([CH2:15][C:16]1[CH:25]=[CH:24][C:19]([C:20]([O:22][CH3:23])=[O:21])=[CH:18][C:17]=1[O:26][CH3:27])[CH:6]=[CH:5]2. Reported procedure: 5-Bromo-6-nitroindole was reacted with methyl 4-bromomethyl-3-methoxybenzoate using the procedure described in part (a) of Example 1 to give methyl 4-(5-bromo-6-nitroindol-1-ylmethyl)-3-methoxybenzoate (HH) in 65% yield and as a bright yellow solid; partial NMR: 3.89 (s,3H,OCH3), 3.94 (s,3H,OCH3), 5.35 (s,2H,NCH2), 6.53 (dd,1H,H3 -indole), 7.38 (d,1H,H2 -indole), 7.89 (s,1H,H4 -indole), 8.03 (br s,1H,H7 -indole). Reactants: S(=O)(Cl)Cl (Thionyl chloride), OCCOC1=CC=NC=C1 (4-(2-hydroxyethoxy)pyridine). Run in ClC(Cl)Cl (trichloromethane). Conditions: temperature 5 celsius, time 1 hour. The product is Cl.ClCCOC1=CC=NC=C1 (4-(2-chloroethoxy)pyridine hydrochloride). Yield: 134.0%. Reaction SMILES: S(Cl)([Cl:3])=O.O[CH2:6][CH2:7][O:8][C:9]1[CH:14]=[CH:13][N:12]=[CH:11][CH:10]=1>ClC(Cl)Cl>[ClH:3].[Cl:3][CH2:6][CH2:7][O:8][C:9]1[CH:14]=[CH:13][N:12]=[CH:11][CH:10]=1 |f:3.4|. Procedure details: Thionyl chloride (0.75 ml, 10 mmol) was added to a solution of 4-(2-hydroxyethoxy)pyridine (0.9 g, 6.5 mmol), (J. Chem. Soc. Perkin II, 1987, 1867), in trichloromethane (20 ml) at 5° C. The mixture was stirred for 1 hour at 5° C., allowed to warm to ambient temperature and stirred for a further 2 hours. The volatiles were removed by evaporation and by azeotroping with toluene to give 4-(2-chloroethoxy)pyridine hydrochloride (1.3 g, 100%). Starting materials: ClC=1C=C(C(=NC1)C(=O)N)OCC1(CN(CC1)C(=O)[C@@H]1CC[C@H](CC1)C(F)(F)F)C (5-chloro-3-((3-methyl-1-(trans-4-(trifluoromethyl)cyclohexanecarbonyl)pyrrolidin-3-yl)methoxy)picolinamide), FC([C@@H]1CC[C@H](CC1)C(=O)O)(F)F (trans-4-(trifluoromethyl)cyclohexanecarboxylic acid), N1C(=CC2=CC=CC=C12)C(=O)O (indole-2-carboxylic acid). Yields the product ClC=1C=C(C(=NC1)C#N)OCC1(CN(CC1)C(=O)[C@@H]1CC[C@H](CC1)C(F)(F)F)C (5-chloro-3-((3-methyl-1-(trans-4-(trifluoromethyl)cyclohexanecarbonyl)pyrrolidin-3-yl)methoxy)picolinonitrile). Reaction SMILES: [Cl:1][C:2]1[CH:3]=[C:4]([O:11][CH2:12][C:13]2([CH3:30])[CH2:17][CH2:16][N:15]([C:18]([C@H:20]3[CH2:25][CH2:24][C@H:23]([C:26]([F:29])([F:28])[F:27])[CH2:22][CH2:21]3)=[O:19])[CH2:14]2)[C:5]([C:8]([NH2:10])=O)=[N:6][CH:7]=1.FC(F)(F)[C@H]1CC[C@H](C(O)=O)CC1.N1C2C(=CC=CC=2)C=C1C(O)=O>>[Cl:1][C:2]1[CH:3]=[C:4]([O:11][CH2:12][C:13]2([CH3:30])[CH2:17][CH2:16][N:15]([C:18]([C@H:20]3[CH2:25][CH2:24][C@H:23]([C:26]([F:27])([F:28])[F:29])[CH2:22][CH2:21]3)=[O:19])[CH2:14]2)[C:5]([C:8]#[N:10])=[N:6][CH:7]=1. Procedure: The title compound was prepared according to the procedure described in Step 3 of EXAMPLE 1 using 5-chloro-3-((3-methylpyrrolidin-3-yl)methoxy)picolinonitrile dihydrochloride (EXAMPLE 84, Step 4) and trans-4-(trifluoromethyl)cyclohexanecarboxylic acid instead of (R)-3-(pyrrolidin-2-ylmethoxy)picolinamide dihydrochloride and indole-2-carboxylic acid. Starting materials: Brc1nccs1, CC(=O)[O-], CC(=O)[O-], COC(=O)CCCc1nnc(Cl)c2cc(OC)ccc12, [Pd+2], [Zn], c1ccc(P(c2ccccc2)c2ccccc2)cc1. Product: COC(=O)CCCc1nnc(-c2nccs2)c2cc(OC)ccc12. As a reaction SMILES: [Br:21][c:22]1[s:23][cH:24][cH:25][n:26]1.[C:47]([O-:48])(=[O:49])[CH3:50].[C:52]([O-:53])(=[O:54])[CH3:55].[CH3:1][O:2][C:3]([CH2:4][CH2:5][CH2:6][c:7]1[n:8][n:9][c:10]([Cl:19])[c:11]2[cH:12][c:13]([O:17][CH3:18])[cH:14][cH:15][c:16]12)=[O:20].[Pd+2:51].[Zn:46].[c:27]1([P:28]([c:29]2[cH:30][cH:31][cH:32][cH:33][cH:34]2)[c:35]2[cH:36][cH:37][cH:38][cH:39][cH:40]2)[cH:41][cH:42][cH:43][cH:44][cH:45]1>>[CH3:1][O:2][C:3]([CH2:4][CH2:5][CH2:6][c:7]1[n:8][n:9][c:10](-[c:22]2[s:23][cH:24][cH:25][n:26]2)[c:11]2[cH:12][c:13]([O:17][CH3:18])[cH:14][cH:15][c:16]12)=[O:20]. Starting materials: t,3,CH2CH3, C(C)C=1C(CCC1C=O)=O (2-Ethyl-3-formyl-2-cyclopentenone), vinyl, COCCOC (DME), COCCOC (DME), O (water), enone, 0.968, [H-].[Na+] (NaH), dimethyl (2-oxopropyl) phosphonate, COCCOC (DME), [H-].[Na+] (NaH), C(C)(=O)O (acetic acid). The solvent is C(C)O (ethanol). Run at time 1 hour. The product is O=C(/C=C/C1=C(C(CC1)=O)CC)C (3-(Trans-3-keto-1-butenyl)-2-ethyl-2-cyclopentenone). RXN SMILES: [H-].[Na+].[CH2:3]([C:5]1[C:6](=[O:12])[CH2:7][CH2:8][C:9]=1[CH:10]=O)[CH3:4].[C:13]([OH:16])(=O)[CH3:14].O.[CH3:18]OCCOC>C(O)C>[O:16]=[C:13]([CH3:14])/[CH:18]=[CH:10]/[C:9]1[CH2:8][CH2:7][C:6](=[O:12])[C:5]=1[CH2:3][CH3:4] |f:0.1|. Procedure details: 0.968 (0.023 mole) of a 57% NaH dispersion was transferred into a dry 250 ml flask equipped with a magnetic stirring bar and nitrogen inlet. The NaH was covered with 60 ml of dry DME and a solution of 4.15 g (0.025 mole) of dimethyl (2-oxopropyl) phosphonate in 10 ml of DME was added dropwise. The resulting reaction mixture was stirred for one hour at room temperature. Crude aldehyde 5 supra [from oxidation of 3.4 g (0.025 mole) of the vinyl compound 4] in 15 ml of DME was added dropwise, and th... The reactants are Cl.C1(CCC1)NC(=O)[C@H]1NCCC1 ((S)-Pyrrolidine-2-carboxylic acid cyclobutylamide hydrochloride), C(C)N1CCOCC1 (N-ethylmorpholine), C(=O)(O)[C@@H](C)OC1=CC(=NC2=CC(=CC=C12)C)C(=O)O (4-((R)-1-Carboxy-ethoxy)-7-methyl-quinoline-2-carboxylic acid), FC1=C(C(=C(C(=C1O)F)F)F)F (pentafluorophenol). Solvent: O (water), C(Cl)Cl (DCM), C(Cl)Cl (DCM), C(CCl)Cl (EDC). The product is COC(=O)C1=NC2=CC(=CC=C2C(=C1)O[C@@H](C(=O)N1[C@@H](CCC1)C(NC1CCC1)=O)C)C (4-[(R)-2-((S)-2-Cyclobutylcarbamoyl-pyrrolidin-1-yl)-1-methyl-2-oxo-ethoxy]-7-methyl-quinoline-2-carboxylic acid methyl ester). Reaction SMILES: [C:1]([C@H:4]([O:6][C:7]1[C:16]2[C:11](=[CH:12][C:13]([CH3:17])=[CH:14][CH:15]=2)[N:10]=[C:9]([C:18]([OH:20])=[O:19])[CH:8]=1)[CH3:5])([OH:3])=O.F[C:22]1C(O)=C(F)C(F)=C(F)C=1F.Cl.[CH:34]1([NH:38][C:39]([C@@H:41]2[CH2:45][CH2:44][CH2:43][NH:42]2)=[O:40])[CH2:37][CH2:36][CH2:35]1.C(N1CCOCC1)C>C(Cl)Cl.O.C(Cl)CCl>[CH3:22][O:20][C:18]([C:9]1[CH:8]=[C:7]([O:6][C@H:4]([CH3:5])[C:1]([N:42]2[CH2:43][CH2:44][CH2:45][C@H:41]2[C:39](=[O:40])[NH:38][CH:34]2[CH2:37][CH2:36][CH2:35]2)=[O:3])[C:16]2[C:11](=[CH:12][C:13]([CH3:17])=[CH:14][CH:15]=2)[N:10]=1)=[O:19] |f:2.3|. Reported procedure: To a solution of 1.30 g 4-((R)-1-Carboxy-ethoxy)-7-methyl-quinoline-2-carboxylic acid in 10 ml DCM, 1.24 g pentafluorophenol and 1.29 g EDC were added. The mixture was stirred under exclusion of moisture until LCMS indicated complete conversion to the corresponding pentafluorophenolester. (S)-Pyrrolidine-2-carboxylic acid cyclobutylamide hydrochloride (1.10 g) was mixed with 1.1 ml N-ethylmorpholine and 5 ml DCM and this mixture added dropwise to the solution of the pentafluorophenolester. After... Product: COc1ccncc1CN1CCC(NC(C)C)CC1. Reaction SMILES: [C:1]([O:2][C:3](=[O:4])[N:8]([CH:9]([CH3:10])[CH3:11])[CH:12]1[CH2:13][CH2:14][N:15]([CH2:18][c:19]2[cH:20][n:21][cH:22][cH:23][c:24]2[O:25][CH3:26])[CH2:16][CH2:17]1)([CH3:5])([CH3:6])[CH3:7].[ClH:27].[O:28]1[CH2:29][CH2:30][O:31][CH2:32][CH2:33]1>>[NH:8]([CH:9]([CH3:10])[CH3:11])[CH:12]1[CH2:13][CH2:14][N:15]([CH2:18][c:19]2[cH:20][n:21][cH:22][cH:23][c:24]2[O:25][CH3:26])[CH2:16][CH2:17]1. The reactants are COc1ccncc1CN1CCC(N(C(=O)OC(C)(C)C)C(C)C)CC1, Cl, C1COCCO1.